This data is from the Open Reaction Database (ORD), a public repository of structured organic reaction records. The task is: describe an organic reaction: reactants, conditions, products, and yield Starting materials: [OH-].[Na+] (sodium hydroxide), COC(=O)[C@@H]1CSC[C@H]1N[C@H](C)C1=CC=CC=C1 ((3R,4S)-4-[(R)-1-phenyl-ethylamino]-tetrahydrothiophene-3-carboxylic acid methyl ester), Cl (hydrochloric acid). Run in O1CCCC1 (tetrahydrofuran). Reaction conditions: time 75 minute. Yields the product C1(=CC=CC=C1)[C@@H](C)N[C@H]1[C@@H](CSC1)C(=O)O ((3R,4S)-4-[(R)-1-phenyl-ethylamino]-tetrahydrothiophene-3-carboxylic acid). Reaction SMILES: C[O:2][C:3]([C@H:5]1[C@H:9]([NH:10][C@@H:11]([C:13]2[CH:18]=[CH:17][CH:16]=[CH:15][CH:14]=2)[CH3:12])[CH2:8][S:7][CH2:6]1)=[O:4].[OH-].[Na+].Cl>O1CCCC1>[C:13]1([C@H:11]([NH:10][C@@H:9]2[CH2:8][S:7][CH2:6][C@H:5]2[C:3]([OH:4])=[O:2])[CH3:12])[CH:18]=[CH:17][CH:16]=[CH:15][CH:14]=1 |f:1.2|. Procedure: A solution of Preparation of (3R,4S)-4-[(R)-1-phenyl-ethylamino]-tetrahydrothiophene-3-carboxylic acid methyl ester (673 mg, 2.54 mmol) in tetrahydrofuran (5 mL) was treated with 1.0 M sodium hydroxide solution (5.0 mL, 5.0 mmol) and the heterogeneous mixture was stirred at room temperature. After 75 min, the now homogeneous solution was treated with 1.0 M hydrochloric acid (5.0 mL, 5.0 mmol) and concentrated in vacuo. The residue was dissolved in water and lyophilized to provide the product, al... The reactants are COC(=O)C1=CO[C@H]([C@H]2[C@@H]1CC=C2CO)O (Genipin), FB(F)F.C(C)OCC (trifluoroboron diethylether), C([O-])(O)=O.[Na+] (sodium bicarbonate). Run in CO (methanol), CO (methanol). Conditions: time 3 hour. Product: OCC1=CC[C@@H]2C(=COC([C@H]12)OC)C(=O)OC (methyl (3aS,7aS)-1-hydroxymethyl-7-methoxy-3,7,3a,7a-tetrahydro-6-oxaindene-4-carboxylate). As a reaction SMILES: [CH3:1][O:2][C:3]([C:5]1[C@H:10]2[CH2:11][CH:12]=[C:13]([CH2:14][OH:15])[C@H:9]2[C@H:8]([OH:16])[O:7][CH:6]=1)=[O:4].FB(F)F.[CH2:21](OCC)C.C(=O)(O)[O-].[Na+]>CO>[OH:15][CH2:14][C:13]1[C@@H:9]2[C@@H:10]([C:5]([C:3]([O:2][CH3:1])=[O:4])=[CH:6][O:7][CH:8]2[O:16][CH3:21])[CH2:11][CH:12]=1 |f:1.2,3.4|. Procedure details: Genipin (5 g, 22.1 mmol) was dissolved with 250 ml of methanol and catalytic amount of trifluoroboron diethylether was added, and stirred for 3 hours, then saturated sodium bicarbonate solution was added to finish the reaction. Under reduce pressure, methanol was removed and extracted with ethylacetate, and dried, filtered and concentrated with anhydous magnesium sulfate. Oily phase of methyl (3aS,7aS)-1-hydroxymethyl-7-methoxy-3,7,3a,7a-tetrahydro-6-oxaindene-4-carboxylate (5.26 g, 7S:7R=1:3) w... The reactants are ClC=1C=C(C=CC1Cl)C1N2C(NC=3CCCC(C13)=O)=CC=N2 (9-(3,4-Dichlorophenyl)-5,6,7,9-tetrahydropyrazolo[5.1-b]quinazolin-8(4H)-one), C(CCC)[Sn](C=1OC=CC1)(CCCC)CCCC (2-tributylstannylfuran). The reagents and catalysts are C=1C=CC(=CC1)[P](C=2C=CC=CC2)(C=3C=CC=CC3)[Pd]([P](C=4C=CC=CC4)(C=5C=CC=CC5)C=6C=CC=CC6)([P](C=7C=CC=CC7)(C=8C=CC=CC8)C=9C=CC=CC9)[P](C=1C=CC=CC1)(C=1C=CC=CC1)C=1C=CC=CC1 (tetrakis(triphenylphosphine)palladium(0)). Product: ClC=1C=C(C=CC1Cl)C1N2C(NC=3CCCC(C13)=O)=C(C=N2)C=2OC=CC2 (9-(3,4-Dichlorophenyl)-3-(2-furyl)-5,6,7,9-tetrahydropyrazolo[5,1-b]quinazolin-8(4H)-one). Reaction SMILES: [Cl:1][C:2]1[CH:3]=[C:4]([CH:9]2[C:18]3[C:17](=[O:19])[CH2:16][CH2:15][CH2:14][C:13]=3[NH:12][C:11]3=[CH:20][CH:21]=[N:22][N:10]23)[CH:5]=[CH:6][C:7]=1[Cl:8].C([Sn](CCCC)(CCCC)[C:28]1[O:29][CH:30]=[CH:31][CH:32]=1)CCC>C1C=CC([P]([Pd]([P](C2C=CC=CC=2)(C2C=CC=CC=2)C2C=CC=CC=2)([P](C2C=CC=CC=2)(C2C=CC=CC=2)C2C=CC=CC=2)[P](C2C=CC=CC=2)(C2C=CC=CC=2)C2C=CC=CC=2)(C2C=CC=CC=2)C2C=CC=CC=2)=CC=1>[Cl:1][C:2]1[CH:3]=[C:4]([CH:9]2[C:18]3[C:17](=[O:19])[CH2:16][CH2:15][CH2:14][C:13]=3[NH:12][C:11]3=[C:20]([C:28]4[O:29][CH:30]=[CH:31][CH:32]=4)[CH:21]=[N:22][N:10]23)[CH:5]=[CH:6][C:7]=1[Cl:8] |^1:44,46,65,84|. Procedure: The product from Example 6, tetrakis(triphenylphosphine)palladium(0) (0.11 g) and 2-tributylstannylfuran were processed as described in Example 51 to provide the title compound. The reactants are C(#C)C=1C=C(C=CC1)C=1N(N=C2C(=CC=CC12)C(F)(F)F)CC1=C(C=C(C=C1F)F)F (3-(3-ethynylphenyl)-2-(2,4,6-trifluorobenzyl)-7-(trifluoromethyl)-2H-indazole), IC=1C=C(C(=O)OCC)C=CC1 (ethyl 3-iodobenzoate), tris-(dibenzylidineacetone)-dipalladium. Reagents/catalysts: C(C)(=O)[O-].C(CCC)[N+](CCCC)(CCCC)CCCC (tetrabutylammonium acetate). The solvent is CN(C)C=O (DMF). Product: FC1=C(CN2N=C3C(=CC=CC3=C2C=2C=C(C=CC2)C#CC=2C=C(C(=O)OCC)C=CC2)C(F)(F)F)C(=CC(=C1)F)F (ETHYL 3-({3-[2-(2,4,6-TRIFLUOROBENZYL)-7-(TRIFLUOROMETHYL)-2H-INDAZOL-3-YL]PHENYL}ETHYNYL)BENZOATE). The yield is 46.8%. As a reaction SMILES: [C:1]([C:3]1[CH:4]=[C:5]([C:9]2[N:10]([CH2:22][C:23]3[C:28]([F:29])=[CH:27][C:26]([F:30])=[CH:25][C:24]=3[F:31])[N:11]=[C:12]3[C:17]=2[CH:16]=[CH:15][CH:14]=[C:13]3[C:18]([F:21])([F:20])[F:19])[CH:6]=[CH:7][CH:8]=1)#[CH:2].I[C:33]1[CH:34]=[C:35]([CH:41]=[CH:42][CH:43]=1)[C:36]([O:38][CH2:39][CH3:40])=[O:37]>C([O-])(=O)C.C([N+](CCCC)(CCCC)CCCC)CCC.CN(C=O)C>[F:31][C:24]1[CH:25]=[C:26]([F:30])[CH:27]=[C:28]([F:29])[C:23]=1[CH2:22][N:10]1[C:9]([C:5]2[CH:4]=[C:3]([C:1]#[C:2][C:33]3[CH:34]=[C:35]([CH:41]=[CH:42][CH:43]=3)[C:36]([O:38][CH2:39][CH3:40])=[O:37])[CH:8]=[CH:7][CH:6]=2)=[C:17]2[C:12]([C:13]([C:18]([F:21])([F:19])[F:20])=[CH:14][CH:15]=[CH:16]2)=[N:11]1 |f:2.3|. Reported procedure: A solution of 3-(3-ethynylphenyl)-2-(2,4,6-trifluorobenzyl)-7-(trifluoromethyl)-2H-indazole (0.103 g, 0.24 mmol), ethyl 3-iodobenzoate (0.042 mL, 0.25 mmol), tetrabutylammonium acetate (0.108 g, 0.36 mmol) and 8.8 mg of tris-(dibenzylidineacetone)-dipalladium in 2 mL of dry DMF was stirred at ambient temperature for 3 hours. The reaction mixture was partitioned with ethyl acetate and H2O. The organic phase was concentrated in vacuo and purified by flash chromatography (silica 60, CH2Cl2-hexane, ... Starting materials: C, CCc1nc2c(C)cc(C)nc2n1Cc1ccc(C(N=[N+]=[N-])c2ccccc2)cc1, CCO, [Pd]. Product: CCc1nc2c(C)cc(C)nc2n1Cc1ccc(Cc2ccccc2)cc1. As a reaction SMILES: [C:34].[CH2:1]([CH3:2])[c:3]1[n:4][c:5]2[c:6]([n:7][c:8]([CH3:12])[cH:9][c:10]2[CH3:11])[n:13]1[CH2:14][c:15]1[cH:16][cH:17][c:18]([CH:21]([c:22]2[cH:23][cH:24][cH:25][cH:26][cH:27]2)[N:28]=[N+:29]=[N-:30])[cH:19][cH:20]1.[CH3:31][CH2:32][OH:33].[Pd:35]>>[CH2:1]([CH3:2])[c:3]1[n:4][c:5]2[c:6]([n:7][c:8]([CH3:12])[cH:9][c:10]2[CH3:11])[n:13]1[CH2:14][c:15]1[cH:16][cH:17][c:18]([CH2:21][c:22]2[cH:23][cH:24][cH:25][cH:26][cH:27]2)[cH:19][cH:20]1. Starting materials: CC(=O)OC1CC2CCC3C(CCC4(C)C3CC(N3CCCC3)C4OC(C)=O)C2(C)CC1N1CCOCC1, CC(C)=O, ClC(Cl)Cl. Yields the product CC(=O)OC1CC2CCC3C(CCC4(C)C3CC(N3CCCCC3)C4OC(C)=O)C2(C)CC1N1CCOCC1. Reaction SMILES: [C:1]([CH3:2])(=[O:3])[O:4][CH:5]1[CH2:6][CH:7]2[CH2:8][CH2:9][CH:10]3[CH:11]4[CH2:12][CH:13]([N:34]5[CH2:35][CH2:36][CH2:37][CH2:38]5)[CH:14]([O:30][C:31]([CH3:32])=[O:33])[C:15]4([CH3:16])[CH2:17][CH2:18][CH:19]3[C:20]2([CH3:29])[CH2:21][CH:22]1[N:23]1[CH2:24][CH2:25][O:26][CH2:27][CH2:28]1.[CH3:39][C:40](=[O:41])[CH3:42].[Cl:43][CH:44]([Cl:45])[Cl:46]>>[C:1]([CH3:2])(=[O:3])[O:4][CH:5]1[CH2:6][CH:7]2[CH2:8][CH2:9][CH:10]3[CH:11]4[CH2:12][CH:13]([N:34]5[CH2:38][CH2:37][CH2:36][CH2:35][CH2:39]5)[CH:14]([O:30][C:31]([CH3:32])=[O:33])[C:15]4([CH3:16])[CH2:17][CH2:18][CH:19]3[C:20]2([CH3:29])[CH2:21][CH:22]1[N:23]1[CH2:24][CH2:25][O:26][CH2:27][CH2:28]1. The reactants are C(C1=CC=CC=C1)OC=1C=C(C=CC1)C1=C2C(=NC=C1)C=C(O2)C2=CC(=C(C(=C2)OC)OC)OC (7-(3-Benzyloxy-phenyl)-2-(3,4,5-trimethoxy-phenyl)-furo[3,2-b]pyridine). The reagents and catalysts are [Pd] (Pd—C). The solvent is C1CCOC1 (THF). Conditions: time 2 day. The product is COC=1C=C(C=C(C1OC)OC)C1=CC2=NC=CC(=C2O1)C=1C=C(C=CC1)O (3-[2-(3,4,5-Trimethoxy-phenyl)-furo[3,2-b]pyridin-7-yl]-phenol). RXN SMILES: C([O:8][C:9]1[CH:10]=[C:11]([C:15]2[CH:20]=[CH:19][N:18]=[C:17]3[CH:21]=[C:22]([C:24]4[CH:29]=[C:28]([O:30][CH3:31])[C:27]([O:32][CH3:33])=[C:26]([O:34][CH3:35])[CH:25]=4)[O:23][C:16]=23)[CH:12]=[CH:13][CH:14]=1)C1C=CC=CC=1>C1COCC1.[Pd]>[CH3:31][O:30][C:28]1[CH:29]=[C:24]([C:22]2[O:23][C:16]3[C:17](=[N:18][CH:19]=[CH:20][C:15]=3[C:11]3[CH:10]=[C:9]([OH:8])[CH:14]=[CH:13][CH:12]=3)[CH:21]=2)[CH:25]=[C:26]([O:34][CH3:35])[C:27]=1[O:32][CH3:33]. Procedure details: 7-(3-Benzyloxy-phenyl)-2-(3,4,5-trimethoxy-phenyl)-furo[3,2-b]pyridine (0.137 mmol) is dissolved in THF (10 ml) and Pd—C 5% (0.2 g) is added, and the compound is hydrogenated 2 days at room temperature. The reaction solution is filtered and the filtrate removed in vacuo. The precipitate is suspended in diethylether and filtrated. The product is obtained after drying at 40° C. for 4 h as yellow solid (23 mg, 44%); HPLC (method A): Rt 2.55 min (purity 99.2%); LCMS (ESI+) (method E): Rt 1.995 min, ... Product: C(C)OC(C1=CC=CC=2N(C3=CC=CC=C3SC12)C)OCC (4-diethoxymethyl-10-methyl-phenothiazine). Procedure details: 15.0 ml of triethyl orthoformate were added at room temperature to a solution of 4.90 g (20.3 mmol) of 10-methylphenothiazine-4-carbaldehyde and 50 mg of p-toluenesulphonic acid×1H2O in 15 ml of methanol. The reaction mixture was boiled at reflux for 45 minutes, cooled and poured into 30 g of ice, 30 ml of saturated aqueous sodium hydrogen carbonate solution and 100 ml of diethyl ether. The organic phase was washed with 50 ml of saturated sodium chloride solution, dried over magnesium sulphate a... The reactants are C(OCC)(OCC)OCC (triethyl orthoformate), CN1C2=CC=CC=C2SC=2C(=CC=CC12)C=O (10-methylphenothiazine-4-carbaldehyde), C1(=CC=C(C=C1)S(=O)(=O)O)C (p-toluenesulphonic acid), ice, C(O)([O-])=O.[Na+] (sodium hydrogen carbonate). The solvent is CO (methanol), C(C)OCC (diethyl ether). The yield is 96.2%. Reaction SMILES: [CH:1]([O:8][CH2:9][CH3:10])([O:5][CH2:6][CH3:7])OCC.[CH3:11][N:12]1[C:25]2[CH:24]=[CH:23][CH:22]=[C:21](C=O)[C:20]=2[S:19][C:18]2[C:13]1=[CH:14][CH:15]=[CH:16][CH:17]=2.C1(C)C=CC(S(O)(=O)=O)=CC=1.C(=O)([O-])O.[Na+]>CO.C(OCC)C>[CH2:9]([O:8][CH:1]([O:5][CH2:6][CH3:7])[C:21]1[C:20]2[S:19][C:18]3[C:13](=[CH:14][CH:15]=[CH:16][CH:17]=3)[N:12]([CH3:11])[C:25]=2[CH:24]=[CH:23][CH:22]=1)[CH3:10] |f:3.4|.